Dataset: the Open Reaction Database (ORD), a public repository of structured organic reaction records. Task: describe an organic reaction: reactants, conditions, products, and yield Reactants: FC(C1=CC=NC=C1C(=O)N)(F)F (4-trifluoromethylnicotinamide), ClCl (Cl2). Yields the product ClNC(C1=CN=CC=C1C(F)(F)F)=O (N-chloro-4-trifluoromethylnicotinamide). As a reaction SMILES: [F:1][C:2]([F:13])([F:12])[C:3]1[C:8]([C:9]([NH2:11])=[O:10])=[CH:7][N:6]=[CH:5][CH:4]=1.[Cl:14]Cl>>[Cl:14][NH:11][C:9](=[O:10])[C:8]1[C:3]([C:2]([F:1])([F:12])[F:13])=[CH:4][CH:5]=[N:6][CH:7]=1. Procedure details: in which A is a non-oxidizable organic or inorganic anion can be prepared by chlorinating 4-trifluoromethylnicotinamide with Cl2 in aqueous acid and, if desired, subsequent anion exchange and/or, if desired, reaction with a base to give N-chloro-4-trifluoromethylnicotinamide.